This data is from the Open Reaction Database (ORD), a public repository of structured organic reaction records. The task is: describe an organic reaction: reactants, conditions, products, and yield The reactants are C(C)(=O)NC[C@@H]1[C@@H](C(N1CC1=C(C=C(C=C1)OC)OC)=O)NC(CC1=CC=CC=C1)=O (cis-4-acetamidomethyl-1-(2,4-dimethoxybenzyl)-3-phenylacetamido-2-oxoazetidine), S(=O)(=O)([O-])OOS(=O)(=O)[O-].[K+].[K+] (potassium persulfate), P(=O)([O-])([O-])O.[K+].[K+] (dipotassium phosphate). The solvent is O (water), C(C)#N (acetonitrile). Yields the product C(C)(=O)NC[C@@H]1[C@@H](C(N1)=O)NC(CC1=CC=CC=C1)=O (cis-4-acetamidomethyl-3-phenylacetamido-2-oxoazetidine). As a reaction SMILES: [C:1]([NH:4][CH2:5][C@H:6]1[N:9](CC2C=CC(OC)=CC=2OC)[C:8](=[O:21])[C@H:7]1[NH:22][C:23](=[O:31])[CH2:24][C:25]1[CH:30]=[CH:29][CH:28]=[CH:27][CH:26]=1)(=[O:3])[CH3:2].S(OOS([O-])(=O)=O)([O-])(=O)=O.[K+].[K+].P(O)([O-])([O-])=O.[K+].[K+]>O.C(#N)C>[C:1]([NH:4][CH2:5][C@H:6]1[NH:9][C:8](=[O:21])[C@H:7]1[NH:22][C:23](=[O:31])[CH2:24][C:25]1[CH:26]=[CH:27][CH:28]=[CH:29][CH:30]=1)(=[O:3])[CH3:2] |f:1.2.3,4.5.6|. Reported procedure: A mixture of 298 mg of cis-4-acetamidomethyl-1-(2,4-dimethoxybenzyl)-3-phenylacetamido-2-oxoazetidine, 576 mg of potassium persulfate and 183 mg of dipotassium phosphate in 15 ml of water and 15 ml of acetonitrile is heated under reflux for 1.5 hours. The reaction mixture is concentrated in vacuo. The residue is taken up in ethyl acetate and the solution is washed successively with an aqueous sodium hydrogen carbonate solution and an aqueous sodium chloride solution. The ethyl acetate solution i... Reactants: C1N2CN3CN1CN(C2)C3 (hexamethylenetetramine), CC(CC1=CC=CC=C1)CC ((+)2-methylbutylbenzene), FC(C(=O)O)(F)F (Trifluoroacetic acid). Conditions: time 15 minute. The product is CC(CC1=CC=C(C=O)C=C1)CC ((+)-4(-2-methylbutyl)benzaldehyde). RXN SMILES: C1N2CN3CN(C2)CN1C3.[CH3:11][CH:12]([CH2:20][CH3:21])[CH2:13][C:14]1[CH:19]=[CH:18][CH:17]=[CH:16][CH:15]=1.FC(F)(F)[C:24](O)=[O:25]>>[CH3:11][CH:12]([CH2:20][CH3:21])[CH2:13][C:14]1[CH:19]=[CH:18][C:17]([CH:24]=[O:25])=[CH:16][CH:15]=1. Reported procedure: Trifluoroacetic acid (150 cc) was added to a flask containing 14.0 gm hexamethylenetetramine (HMTA). (+)2-methylbutylbenzene (14.8 gm) was then added and the mixture was refluxed for 21 hours. The deep orange mixture was distilled to remove excess trifluoroacetic acid. When about one third the volume remained, the mixture was poured into 600 ml ice water and stirred for 15 minutes. Sodium carbonate was added with stirring until the mixture was basic and the product was extracted with ether. The ... Reactants: ClC(=O)OCC1=CC=CC=C1 (benzyl chloroformate), NC(CC1CCCCC1)P(O)O (1-amino-2-cyclohexylethylphosphonous acid). Solvent: [OH-].[Na+] (NaOH), [OH-].[Na+] (NaOH), O1CCOCC1 (dioxane), [OH-].[Na+] (NaOH). Conditions: time 48 hour. The product is C(=O)(OCC1=CC=CC=C1)NC(CC1CCCCC1)P(O)O (N-CBZ-1-amino-2-cyclohexylethylphosphonous acid). As a reaction SMILES: [NH2:1][CH:2]([P:10]([OH:12])[OH:11])[CH2:3][CH:4]1[CH2:9][CH2:8][CH2:7][CH2:6][CH2:5]1.Cl[C:14]([O:16][CH2:17][C:18]1[CH:23]=[CH:22][CH:21]=[CH:20][CH:19]=1)=[O:15]>O1CCOCC1.[OH-].[Na+]>[C:14]([NH:1][CH:2]([P:10]([OH:12])[OH:11])[CH2:3][CH:4]1[CH2:9][CH2:8][CH2:7][CH2:6][CH2:5]1)([O:16][CH2:17][C:18]1[CH:23]=[CH:22][CH:21]=[CH:20][CH:19]=1)=[O:15] |f:3.4|. Reported procedure: A solution of 7.00 g (0.037 moles) of 1-amino-2-cyclohexylethylphosphonous acid in 105 ml of dioxane and 40 ml of 1N NaOH was cooled to 0° C. in an ice bath and stirred vigorously while 10.50 ml (12.53 g; 0.073 moles) of benzyl chloroformate and 80 ml of 1N NaOH were added rapidly and simultaneously over a period of approximately 1 minute. The pH was adjusted to the 8-9 range using 1N NaOH (hydrion paper) added in small increments. The reaction mixture was allowed to come to room temperature, an... Reactants: C([O-])(O)=O.[Na+] (sodium bicarbonate), ClC1=NC(=CC=C1[N+](=O)[O-])Cl (2,6-dichloro-3-nitropyridine), NC=1C=C(C#N)C=CC1 (3-amino benzonitrile). Run in C(C)#N (acetonitrile). Run at temperature 60 celsius. The product is ClC1=CC=C(C(=N1)NC=1C=C(C#N)C=CC1)[N+](=O)[O-] (3-(6-chloro-3-nitropyridin-2-ylamino)benzonitrile). Reaction SMILES: C(=O)(O)[O-].[Na+].Cl[C:7]1[C:12]([N+:13]([O-:15])=[O:14])=[CH:11][CH:10]=[C:9]([Cl:16])[N:8]=1.[NH2:17][C:18]1[CH:19]=[C:20]([CH:23]=[CH:24][CH:25]=1)[C:21]#[N:22]>C(#N)C>[Cl:16][C:9]1[N:8]=[C:7]([NH:17][C:18]2[CH:19]=[C:20]([CH:23]=[CH:24][CH:25]=2)[C:21]#[N:22])[C:12]([N+:13]([O-:15])=[O:14])=[CH:11][CH:10]=1 |f:0.1|. Procedure: In step 1-1, sodium bicarbonate (1.68 g, 20 mmol) was added into a solution of 2,6-dichloro-3-nitropyridine (1.93 g, 10 mmol) and 3-amino benzonitrile (1.18 g, 10 mmol) in acetonitrile and the suspension was heated for 24 hours at 60° C. The mixture was filtered and washed twice with water to give 3-(6-chloro-3-nitropyridin-2-ylamino)benzonitrile (1-1) as a pale yellow solid. 1H NMR DMSO-d6 δ (ppm) 10.24 (s, 1H), 8.57 (d, 1H), 8.09 (m, 1H), 7.93 (m, 1H), 7.62 (m, 2H), 7.08 (d, 1H); m/z 357 M+1.